From a dataset of the Open Reaction Database (ORD), a public repository of structured organic reaction records. describe an organic reaction: reactants, conditions, products, and yield The reactants are C1CCOC1, CO, Cl, O=C1CCC(COCc2cc(C(F)(F)F)cc(C(F)(F)F)c2)(c2ccccc2)CCCN1. Yields the product FC(F)(F)c1cc(COCC2(c3ccccc3)CCCNCCC2)cc(C(F)(F)F)c1. As a reaction SMILES: [CH2:36]1[O:37][CH2:38][CH2:39][CH2:40]1.[CH3:33][OH:34].[ClH:35].[F:1][C:2]([c:3]1[cH:4][c:5]([CH2:6][O:7][CH2:8][C:9]2([c:18]3[cH:19][cH:20][cH:21][cH:22][cH:23]3)[CH2:10][CH2:11][C:12](=[O:17])[NH:13][CH2:14][CH2:15][CH2:16]2)[cH:24][c:25]([C:27]([F:28])([F:29])[F:30])[cH:26]1)([F:31])[F:32]>>[F:1][C:2]([c:3]1[cH:4][c:5]([CH2:6][O:7][CH2:8][C:9]2([c:18]3[cH:19][cH:20][cH:21][cH:22][cH:23]3)[CH2:10][CH2:11][CH2:12][NH:13][CH2:14][CH2:15][CH2:16]2)[cH:24][c:25]([C:27]([F:28])([F:29])[F:30])[cH:26]1)([F:31])[F:32]. The reactants are Cl.C(C)NC(=O)NC1=CC=C(C=C1)C=1N=C(C2=C(N1)CNCC2)N2[C@H](COCC2)C ((S)-1-ethyl-3-(4-(4-(3-methylmorpholino)-5,6,7,8-tetrahydropyrido[3,4-d]pyrimidin-2-yl)phenyl)urea hydrochloride), O1CC(CC1)C=O (tetrahydrofuran-3-carbaldehyde), aldehyde, [BH4-] (borohydride), [BH-](OC(=O)C)(OC(=O)C)OC(=O)C.[Na+] (Na(OAc)3BH), resultant mixture. Solvent: C1CCOC1 (THF). Conditions: time 2 hour. Yields the product C(C)NC(=O)NC1=CC=C(C=C1)C=1N=C(C2=C(N1)CN(CC2)CC2COCC2)N2[C@H](COCC2)C (1-ethyl-3-(4-(4-((S)-3-methylmorpholino)-7-((tetrahydrofuran-3-yl)methyl)-5,6,7,8-tetrahydropyrido[3,4-d]pyrimidin-2-yl)phenyl)urea). Isolated yield 57.2%. As a reaction SMILES: Cl.[CH2:2]([NH:4][C:5]([NH:7][C:8]1[CH:13]=[CH:12][C:11]([C:14]2[N:15]=[C:16]([N:24]3[CH2:29][CH2:28][O:27][CH2:26][C@@H:25]3[CH3:30])[C:17]3[CH2:23][CH2:22][NH:21][CH2:20][C:18]=3[N:19]=2)=[CH:10][CH:9]=1)=[O:6])[CH3:3].[O:31]1[CH2:35][CH2:34][CH:33]([CH:36]=O)[CH2:32]1.[BH-](OC(C)=O)(OC(C)=O)OC(C)=O.[Na+].[BH4-]>C1COCC1>[CH2:2]([NH:4][C:5]([NH:7][C:8]1[CH:9]=[CH:10][C:11]([C:14]2[N:15]=[C:16]([N:24]3[CH2:29][CH2:28][O:27][CH2:26][C@@H:25]3[CH3:30])[C:17]3[CH2:23][CH2:22][N:21]([CH2:36][CH:33]4[CH2:34][CH2:35][O:31][CH2:32]4)[CH2:20][C:18]=3[N:19]=2)=[CH:12][CH:13]=1)=[O:6])[CH3:3] |f:0.1,3.4|. Procedure details: To a suspension of (S)-1-ethyl-3-(4-(4-(3-methylmorpholino)-5,6,7,8-tetrahydropyrido[3,4-d]pyrimidin-2-yl)phenyl)urea hydrochloride (ca) (174 mg, 0.4 mmol) and tetrahydrofuran-3-carbaldehyde (55 μL, 0.6 mmol) in THF (3 mL) was added Na(OAc)3BH in portions. After 2 hrs, more aldehyde (18 μL) and borohydride (71 mg) were added, and the resultant mixture was stirred for 1 h. The reaction mixture was quenched by addition of MeOH and few drops of AcOH, and concentrated in vacuo. The crude solid was r... The reactants are COC(=O)c1ccc2c(CCCC(=O)O)c[nH]c2c1, ClC(Cl)(Cl)Cl, ClC(Cl)Cl, ClCCCl, c1ccc(P(c2ccccc2)c2ccccc2)cc1. Product: COC(=O)c1ccc2c3c([nH]c2c1)C(=O)CCC3. RXN SMILES: [C:1](=[O:2])([OH:3])[CH2:4][CH2:5][CH2:6][c:7]1[cH:8][nH:9][c:10]2[cH:11][c:12]([C:16](=[O:17])[O:18][CH3:19])[cH:13][cH:14][c:15]12.[C:39]([Cl:40])([Cl:41])([Cl:42])[Cl:43].[CH:48]([Cl:49])([Cl:50])[Cl:51].[Cl:44][CH2:45][CH2:46][Cl:47].[c:20]1([P:21]([c:22]2[cH:23][cH:24][cH:25][cH:26][cH:27]2)[c:28]2[cH:29][cH:30][cH:31][cH:32][cH:33]2)[cH:34][cH:35][cH:36][cH:37][cH:38]1>>[C:1]1(=[O:3])[CH2:4][CH2:5][CH2:6][c:7]2[c:8]1[nH:9][c:10]1[cH:11][c:12]([C:16](=[O:17])[O:18][CH3:19])[cH:13][cH:14][c:15]21. Starting materials: ClC1=C(C#N)C(=CC=C1)F (2-Chloro-6-fluorobenzonitrile), C1CC(=O)N(C1=O)Br (NBS). The solvent is OS(=O)(=O)C(F)(F)F (triflic acid). Run at time 8 hour. Yields the product BrC=1C(=C(C#N)C(=CC1)F)Cl (3-bromo-2-chloro-6-fluorobenzonitrile). As a reaction SMILES: [Cl:1][C:2]1[CH:9]=[CH:8][CH:7]=[C:6]([F:10])[C:3]=1[C:4]#[N:5].C1C(=O)N([Br:18])C(=O)C1>OS(C(F)(F)F)(=O)=O>[Br:18][C:9]1[C:2]([Cl:1])=[C:3]([C:6]([F:10])=[CH:7][CH:8]=1)[C:4]#[N:5]. Reported procedure: 2-Chloro-6-fluorobenzonitrile (15.6 g, 100 mmol) was dissolved in triflic acid (75 mL) at 0° C., then NBS (17.8 g, 100 mmol) was added. The reaction was warmed up to room temperature and stirred overnight. The reaction mixture was poured into ice and extracted with DCM (2×). DCM layers were washed with NaHCO3 and brine. The DCM was dried over Na2SO4 then filtered and concentrated. The product was purified by chromatography through a 330 g ISCO Redi-Sep column with 10-20% ethyl acetate/hexane sol... The reactants are C(C)(C)(C)OC(=O)N1CC(CCC1)C(=O)O (piperidine-1,3-dicarboxylic acid 1-tert-butyl ester), NC1=NOC(=C1)C(C)(C)C (3-amino-5-t-butylisoxazole), P(=O)(Cl)(Cl)Cl (phosphorus oxychloride). Run in N1=CC=CC=C1 (pyridine). Conditions: time 30 minute. Product: C(C)(C)(C)OC(=O)N1CC(CCC1)C(NC1=NOC(=C1)C(C)(C)C)=O (3-(5-tert-Butyl-isoxazol-3-ylcarbamoyl)-piperidine-1-carboxylic acid tert-butyl ester). RXN SMILES: [C:1]([O:5][C:6]([N:8]1[CH2:13][CH2:12][CH2:11][CH:10]([C:14]([OH:16])=O)[CH2:9]1)=[O:7])([CH3:4])([CH3:3])[CH3:2].[NH2:17][C:18]1[CH:22]=[C:21]([C:23]([CH3:26])([CH3:25])[CH3:24])[O:20][N:19]=1.P(Cl)(Cl)(Cl)=O>N1C=CC=CC=1>[C:1]([O:5][C:6]([N:8]1[CH2:13][CH2:12][CH2:11][CH:10]([C:14](=[O:16])[NH:17][C:18]2[CH:22]=[C:21]([C:23]([CH3:26])([CH3:25])[CH3:24])[O:20][N:19]=2)[CH2:9]1)=[O:7])([CH3:2])([CH3:3])[CH3:4]. Procedure details: To a cold (5° C.) solution of piperidine-1,3-dicarboxylic acid 1-tert-butyl ester (1 g; 4.362 mmol) and 3-amino-5-t-butylisoxazole (589 mg; 4.2 mmol) in anhydrous pyridine (12 mL) is added phosphorus oxychloride (0.393 mL; 4.362 mmol). The reaction mixture is stirred at room temperature for 30 minutes. The mixture is quenched with saturated NH4Cl aqueous solution and extracted with ethyl acetate 3 times. The organics are combined and washed with brine, dried over Na2SO4, filtered and concentrate... Reactants: C(C)(=O)O[C@H]1[C@@H](O[C@@H]([C@H]([C@@H]1OC(C)=O)OC(C)=O)COC(C)=O)C1=CC(=C(C=C1)C)CC=1SC(=CC1)Cl (1-(2,3,4,6-tetra-O-acetyl-β-D-glucopyranosyl)-3-(5-chloro-2-thienylmethyl)-4-methylbenzene), C(=O)C=1C=C(C=CC1)B(O)O (3-formylphenylboronic acid). Yields the product C(C)(=O)O[C@H]1[C@@H](O[C@@H]([C@H]([C@@H]1OC(C)=O)OC(C)=O)COC(C)=O)C1=CC(=C(C=C1)C)CC=1SC(=CC1)C1=CC(=CC=C1)C=O (1-(2,3,4,6-tetra-O-acetyl-β-D-glucopyranosyl)-3-(5-(3-formylphenyl)-2-thienylmethyl)-4-methylbenzene). Reaction SMILES: [C:1]([O:4][C@@H:5]1[C@@H:10]([O:11][C:12](=[O:14])[CH3:13])[C@H:9]([O:15][C:16](=[O:18])[CH3:17])[C@@H:8]([CH2:19][O:20][C:21](=[O:23])[CH3:22])[O:7][C@H:6]1[C:24]1[CH:29]=[CH:28][C:27]([CH3:30])=[C:26]([CH2:31][C:32]2[S:33][C:34](Cl)=[CH:35][CH:36]=2)[CH:25]=1)(=[O:3])[CH3:2].[CH:38]([C:40]1[CH:41]=[C:42](B(O)O)[CH:43]=[CH:44][CH:45]=1)=[O:39]>>[C:1]([O:4][C@@H:5]1[C@@H:10]([O:11][C:12](=[O:14])[CH3:13])[C@H:9]([O:15][C:16](=[O:18])[CH3:17])[C@@H:8]([CH2:19][O:20][C:21](=[O:23])[CH3:22])[O:7][C@H:6]1[C:24]1[CH:29]=[CH:28][C:27]([CH3:30])=[C:26]([CH2:31][C:32]2[S:33][C:34]([C:44]3[CH:43]=[CH:42][CH:41]=[C:40]([CH:38]=[O:39])[CH:45]=3)=[CH:35][CH:36]=2)[CH:25]=1)(=[O:3])[CH3:2]. Procedure: 1-(2,3,4,6-tetra-O-acetyl-β-D-glucopyranosyl)-3-(5-chloro-2-thienylmethyl)-4-methylbenzene 57 obtained in Example 120-(1) and 3-formylphenylboronic acid were used and treated in a manner similar to Example 120-(2) to give 1-(2,3,4,6-tetra-O-acetyl-β-D-glucopyranosyl)-3-(5-(3-formylphenyl)-2-thienylmethyl)-4-methylbenzene. APCI-Mass m/Z 640 (M+NH4). (2) The above 1-(2,3,4,6-tetra-O-acetyl-β-D-glucopyranosyl)-3-(5-(3-formylphenyl)-2-thienylmethyl)-4-methylbenzene (100 mg) was dissolved in dichloro... Starting materials: COC1=C2C=CC3=C(OCO3)C2=C(C(=C1C(=O)OC)C(=O)OC)C1=CC=C(C=C1)OC (dimethyl 6-methoxy-9-(4-methoxyphenyl)-naphtho[1,2-d]-1,3-dioxole-7,8-dicarboxylate), [OH-].[Na+] (sodium hydroxide). The solvent is C(C)O (ethanol). Run at temperature 150 celsius. The product is COC1=C2C=CC3=C(OCO3)C2=C(C2=C1C(OC2=O)=O)C2=CC=C(C=C2)OC (6-methoxy-10-(4-methoxyphenyl)-furo[3',4':6,7]naphtho[1,2-d]-1,3-dioxol-7,9-dione). RXN SMILES: [CH3:1][O:2][C:3]1[C:15]([C:16]([O:18]C)=[O:17])=[C:14]([C:20]([O:22]C)=O)[C:13]([C:24]2[CH:29]=[CH:28][C:27]([O:30][CH3:31])=[CH:26][CH:25]=2)=[C:12]2[C:4]=1[CH:5]=[CH:6][C:7]1[O:11][CH2:10][O:9][C:8]=12.[OH-].[Na+]>C(O)C>[CH3:1][O:2][C:3]1[C:15]2[C:16](=[O:17])[O:18][C:20](=[O:22])[C:14]=2[C:13]([C:24]2[CH:25]=[CH:26][C:27]([O:30][CH3:31])=[CH:28][CH:29]=2)=[C:12]2[C:4]=1[CH:5]=[CH:6][C:7]1[O:11][CH2:10][O:9][C:8]=12 |f:1.2|. Procedure: To an ethanol (10Oml) solution of dimethyl 6-methoxy-9-(4-methoxyphenyl)-naphtho[1,2-d]-1,3-dioxole-7,8-dicarboxylate (2.33 g, 5.04 mmol) was added 4N sodium hydroxide solution (10 ml) and heated under reflux for 2 hours. Ethanol was distilled off under reduced pressure. Concentrated hydrochloric acid was added to the residue to adjust the pH of the mixture to about 1 and extracted with THF-ethyl acetate(1:1) twice. The organic layer was washed with saturated sodium chloride solution and dried w...